This data is from the Open Reaction Database (ORD), a public repository of structured organic reaction records. The task is: describe an organic reaction: reactants, conditions, products, and yield Reactants: C(C)(C)(C)[Si](C)(C)O[C@@H](/C=C/I)CC ((R,E)-tert-butyl(1-iodopent-1-en-3-yloxy)dimethylsilane), [Si](C)(C)(C(C)(C)C)O[C@@H](CCCC(=O)OC)C#C\C=C\C=C\[C@@H](CC#C)O[Si](C)(C)C(C)(C)C ((5S,8E,10E,12R)-methyl 5,12-bis(tert-butyldimethylsilyloxy)pentadeca-8,10-dien-6,14-diynoate), product. As a reaction SMILES: [C:1]([Si:5]([O:8][C@H:9]([CH2:13][CH3:14])/[CH:10]=[CH:11]/I)([CH3:7])[CH3:6])([CH3:4])([CH3:3])[CH3:2].[Si:15]([O:22][C@H:23]([C:31]#[C:32]/[CH:33]=[CH:34]/[CH:35]=[CH:36]/[C@H:37]([O:41][Si:42]([C:45]([CH3:48])([CH3:47])[CH3:46])([CH3:44])[CH3:43])[CH2:38][C:39]#[CH:40])[CH2:24][CH2:25][CH2:26][C:27]([O:29][CH3:30])=[O:28])([C:18]([CH3:21])([CH3:20])[CH3:19])([CH3:17])[CH3:16]>>[Si:15]([O:22][C@H:23]([C:31]#[C:32]/[CH:33]=[CH:34]/[CH:35]=[CH:36]/[C@H:37]([O:41][Si:42]([C:45]([CH3:48])([CH3:47])[CH3:46])([CH3:43])[CH3:44])[CH2:38][C:39]#[C:40]/[CH:11]=[CH:10]/[C@H:9]([O:8][Si:5]([C:1]([CH3:2])([CH3:4])[CH3:3])([CH3:6])[CH3:7])[CH2:13][CH3:14])[CH2:24][CH2:25][CH2:26][C:27]([O:29][CH3:30])=[O:28])([C:18]([CH3:20])([CH3:19])[CH3:21])([CH3:17])[CH3:16]. Yield: 80.0%. Procedure: Sonogashira coupling between (R,E)-tert-butyl(1-iodopent-1-en-3-yloxy)dimethylsilane and (5S,8E,10E,12R)-methyl 5,12-bis(tert-butyldimethylsilyloxy)pentadeca-8,10-dien-6,14-diynoate (the product of Example 2 or Example 3), using a procedure analogous to that of Example 2, Step 1 gave the product in 80% yield. 1H NMR (500 MHz, C6D6): δ 6.59 (dd, J=15.2 Hz and 10.9 Hz, 1H), 6.24 (dd, J=15.2 and 11.0 Hz, 1H), 6.14 (dd, J=15.5 Hz and 5.3 Hz, 1H), 5.86 (d, J=15.4 Hz, 1H), 5.67 (dd, J=14.8 Hz and 5.6 ... The product is [Si](C)(C)(C(C)(C)C)O[C@@H](CCCC(=O)OC)C#C\C=C\C=C\[C@@H](CC#C\C=C\[C@@H](CC)O[Si](C)(C)C(C)(C)C)O[Si](C)(C)C(C)(C)C ((5S,8E,10E,12R,16E,18R)-methyl 5,12,18-tris(tert-butyldimethylsilyloxy)icosa-8,10,16-trien-6,14-diynoate). The reactants are CC(C)(C)OC(=O)OC(=O)OC(C)(C)C, CC(C)=O, [K+], [K+], O=C([O-])[O-], CC(N)Cc1c[nH]c2ccccc12. The product is NCCc1c[nH]c2ccccc12. As a reaction SMILES: [C:14]([O:15][C:16]([O:17][C:18]([CH3:19])([CH3:20])[CH3:21])=[O:22])([O:23][C:24]([CH3:25])([CH3:26])[CH3:27])=[O:28].[CH3:35][C:36](=[O:37])[CH3:38].[K+:29].[K+:30].[O-:31][C:32]([O-:33])=[O:34].[nH:1]1[cH:2][c:3]([CH2:10][CH:11]([CH3:12])[NH2:13])[c:4]2[cH:5][cH:6][cH:7][cH:8][c:9]12>>[nH:1]1[cH:2][c:3]([CH2:10][CH2:11][NH2:13])[c:4]2[cH:5][cH:6][cH:7][cH:8][c:9]12. Reactants: C(CC)N1C=NC=C1 (1-Propylimidazole), ClCC(CO)O (3-chloro-1,2-propanediol). Run in CO (CH3OH). Run at time 48 hour. Yields the product [Cl-].OC(C[N+]1=CN(C=C1)CCC)CO (1-(2,3-Dihydroxypropyl)-3-propylimidazolium Chloride). Isolated yield 94.2%. As a reaction SMILES: [CH2:1]([N:4]1[CH:8]=[CH:7][N:6]=[CH:5]1)[CH2:2][CH3:3].[Cl:9][CH2:10][CH:11]([OH:14])[CH2:12][OH:13]>CO>[Cl-:9].[OH:14][CH:11]([CH2:12][OH:13])[CH2:10][N+:6]1[CH:7]=[CH:8][N:4]([CH2:1][CH2:2][CH3:3])[CH:5]=1 |f:3.4|. Procedure: 1-Propylimidazole (2.75 g, 25.0 mmol) and 3-chloro-1,2-propanediol (2.76 g, 25.0 mmol) were stirred in a 130° C. oil bath for 48 h, after which the flask was placed under vacuum and stirring continued at 130° C. for another 48 h. The residue was then dissolved in CH3OH, transferred to a tared flask and concentrated to afford the product as a viscous brown oil (5.20 g, 95%). 1H NMR: δH ppm (400 MHz; DMSO-d6) 0.84 (t, J=7.42 Hz, 3H) 1.74-1.86 (m, 2H) 3.22 (dd, J=11.17, 6.96 Hz, 1H) 3.42 (dd, J=10.... Reactants: O=S(=O)(Cl)c1ccc(F)cc1, NCCCCC(NC(=O)OCC1c2ccccc2-c2ccccc21)C(=O)O. Yields the product O=C(NC(CCCCNS(=O)(=O)c1ccc(F)cc1)C(=O)O)OCC1c2ccccc2-c2ccccc21. Reaction SMILES: [F:28][c:29]1[cH:30][cH:31][c:32]([S:35](=[O:36])(=[O:37])[Cl:38])[cH:33][cH:34]1.[cH:1]1[cH:2][cH:3][cH:4][c:5]2[c:13]1[CH:12]([CH2:14][O:15][C:16](=[O:17])[NH:18][CH:19]([CH2:20][CH2:21][CH2:22][CH2:23][NH2:24])[C:25](=[O:26])[OH:27])[c:11]1[c:6]-2[cH:7][cH:8][cH:9][cH:10]1>>[cH:1]1[cH:2][cH:3][cH:4][c:5]2[c:13]1[CH:12]([CH2:14][O:15][C:16](=[O:17])[NH:18][CH:19]([CH2:20][CH2:21][CH2:22][CH2:23][NH:24][S:35]([c:32]1[cH:31][cH:30][c:29]([F:28])[cH:34][cH:33]1)(=[O:36])=[O:37])[C:25](=[O:26])[OH:27])[c:11]1[c:6]-2[cH:7][cH:8][cH:9][cH:10]1. The reactants are COC(=O)C(Cc1ccccc1)Oc1ccc(-c2ccc(-c3c(Cc4ccccc4)oc4ccccc34)cc2)cc1, CO, Cl, [Na+], C1CCOC1, [OH-], O. Yields the product O=C(O)C(Cc1ccccc1)Oc1ccc(-c2ccc(-c3c(Cc4ccccc4)oc4ccccc34)cc2)cc1. Reaction SMILES: [CH3:3][O:4][C:5]([CH:6]([CH2:7][c:8]1[cH:9][cH:10][cH:11][cH:12][cH:13]1)[O:14][c:15]1[cH:16][cH:17][c:18](-[c:21]2[cH:22][cH:23][c:24](-[c:27]3[c:28]([CH2:36][c:37]4[cH:38][cH:39][cH:40][cH:41][cH:42]4)[o:29][c:30]4[c:31]3[cH:32][cH:33][cH:34][cH:35]4)[cH:25][cH:26]2)[cH:19][cH:20]1)=[O:43].[CH3:44][OH:45].[ClH:46].[Na+:2].[O:48]1[CH2:49][CH2:50][CH2:51][CH2:52]1.[OH-:1].[OH2:47]>>[O:4]=[C:5]([CH:6]([CH2:7][c:8]1[cH:9][cH:10][cH:11][cH:12][cH:13]1)[O:14][c:15]1[cH:16][cH:17][c:18](-[c:21]2[cH:22][cH:23][c:24](-[c:27]3[c:28]([CH2:36][c:37]4[cH:38][cH:39][cH:40][cH:41][cH:42]4)[o:29][c:30]4[c:31]3[cH:32][cH:33][cH:34][cH:35]4)[cH:25][cH:26]2)[cH:19][cH:20]1)[OH:43]. The reactants are COC(=O)CN, ClCCl, Cl, O, O=S(=O)(Cl)c1ccccc1, c1ccncc1. Product: COC(=O)CNS(=O)(=O)c1ccccc1. RXN SMILES: [CH3:18][O:19][C:20]([CH2:21][NH2:22])=[O:23].[Cl:24][CH2:25][Cl:26].[ClH:17].[OH2:27].[c:7]1([S:13](=[O:14])(=[O:15])[Cl:16])[cH:8][cH:9][cH:10][cH:11][cH:12]1.[cH:1]1[cH:2][cH:3][n:4][cH:5][cH:6]1>>[c:7]1([S:13](=[O:14])(=[O:15])[NH:22][CH2:21][C:20]([O:19][CH3:18])=[O:23])[cH:8][cH:9][cH:10][cH:11][cH:12]1. Starting materials: [N+](=O)([O-])C1=C(C=CC=C1)C=CC=CC (1-nitro-2-(1,3-pentadienyl)benzene), C1(\C=C/C(=O)O1)=O (maleic anhydride), C1(=CC=CC=C1)C (toluene), C(C1=CC=CC=C1)N (benzylamine). The solvent is O (water), C(C)(=O)OCC (ethyl acetate). Run at temperature 150 celsius, time 5 hour. The product is C(C1=CC=CC=C1)N1C(C2C(C1=O)C(C=CC2C2=C(C=CC=C2)[N+](=O)[O-])C)=O (N-benzyl-3-methyl-6-(2-nitrophenyl)-1,2,3,6-tetrahydrophthalimide). Yield: 30.0%. As a reaction SMILES: [N+:1]([C:4]1[CH:9]=[CH:8][CH:7]=[CH:6][C:5]=1[CH:10]=[CH:11][CH:12]=[CH:13][CH3:14])([O-:3])=[O:2].[C:15]1(=[O:21])[O:20][C:18](=O)[CH:17]=[CH:16]1.C1(C)C=CC=CC=1.[CH2:29]([NH2:36])[C:30]1[CH:35]=[CH:34][CH:33]=[CH:32][CH:31]=1>O.C(OCC)(=O)C>[CH2:29]([N:36]1[C:15](=[O:21])[CH:16]2[CH:13]([CH3:14])[CH:12]=[CH:11][CH:10]([C:5]3[CH:6]=[CH:7][CH:8]=[CH:9][C:4]=3[N+:1]([O-:3])=[O:2])[CH:17]2[C:18]1=[O:20])[C:30]1[CH:35]=[CH:34][CH:33]=[CH:32][CH:31]=1. Procedure: A mixture of 5.0 g of 1-nitro-2-(1,3-pentadienyl)benzene and 2.9 g of maleic anhydride was stirred at 150° C. for 5 hours. Thereto were added 150 ml of toluene and 3.2 ml of benzylamine. The resulting mixture was azeotropically refluxed for 2 hours, and then cooled to room temperature. Thereto were added 150 ml of ethyl acetate and 100 ml of water. The organic layer was separated and dried over anhydrous magnesium sulfate. The solvent was removed by distillation under reduced pressure. The resid...